Dataset: the Open Reaction Database (ORD), a public repository of structured organic reaction records. Task: describe an organic reaction: reactants, conditions, products, and yield Starting materials: C(C)(C)(C)OC(=O)N1CC2=CC=CC=C2CC1C(NC(CC1=CC=C(C=C1)Cl)C(=O)OC)=O (3-[2-(4-Chloro-phenyl)-1-methoxycarbonyl-ethylcarbamoyl]-3,4-dihydro-1H-isoquinoline-2-carboxylic acid tert-butyl ester), D-4-chlorophenylalanine methyl ester, Boc-D-1,2,3,4-tetrahydroisoquinoline carboxylic acid, Cl.CN(CCCN=C=NCC)C (1-(3-dimethylaminopropyl)-3-ethylcarbodiimide hydrochloride). The reagents and catalysts are CN(C1=CC=NC=C1)C (4-dimethylaminopyridine). The solvent is ClCCl (dichloromethane). Reaction conditions: time 20 minute. Product: ethyl acetate hexanes, C(C)(C)(C)OC(=O)N1CC2=CC=CC=C2CC1C(NC(CC1=CC=C(C=C1)Cl)C(=O)O)=O (3-[1-Carboxy-2-(4-chloro-phenyl)-ethylcarbamoyl]-3,4-dihydro-1H-isoquinoline-2-carboxylic acid tert-butyl ester). Yield: 83.0%. Reaction SMILES: [C:1]([O:5][C:6]([N:8]1[CH:17]([C:18](=[O:33])[NH:19][CH:20]([C:29]([O:31]C)=[O:30])[CH2:21][C:22]2[CH:27]=[CH:26][C:25]([Cl:28])=[CH:24][CH:23]=2)[CH2:16][C:15]2[C:10](=[CH:11][CH:12]=[CH:13][CH:14]=2)[CH2:9]1)=[O:7])([CH3:4])([CH3:3])[CH3:2].Cl.CN(C)CCCN=C=NCC>CN(C)C1C=CN=CC=1.ClCCl>[C:1]([O:5][C:6]([N:8]1[CH:17]([C:18](=[O:33])[NH:19][CH:20]([C:29]([OH:31])=[O:30])[CH2:21][C:22]2[CH:23]=[CH:24][C:25]([Cl:28])=[CH:26][CH:27]=2)[CH2:16][C:15]2[C:10](=[CH:11][CH:12]=[CH:13][CH:14]=2)[CH2:9]1)=[O:7])([CH3:4])([CH3:2])[CH3:3] |f:1.2|. Reported procedure: 3-[2-(4-Chloro-phenyl)-1-methoxycarbonyl-ethylcarbamoyl]-3,4-dihydro-1H-isoquinoline-2-carboxylic acid tert-butyl ester: To a 0° C. solution of D-4-chlorophenylalanine methyl ester (23.8 g, 111.0 mmol), Boc-D-1,2,3,4-tetrahydroisoquinoline carboxylic acid (30.8 g,111.0) and 4-dimethylaminopyridine (75 mg, 0.61 mmol) in 200 mL of dichloromethane is added 1-(3-dimethylaminopropyl)-3-ethylcarbodiimide hydrochloride 30.8 g, 111.0 mmol) and the mixture stirred for 20 min. Remove ice bath and stir at ... As a reaction SMILES: [Br:1][C:2]1[CH:9]=[CH:8][C:5]([CH:6]=O)=[CH:4][CH:3]=1.[NH2:10][C@H:11]([C:15]([OH:17])=[O:16])[CH:12]([CH3:14])[CH3:13].[BH4-].[Na+]>>[Br:1][C:2]1[CH:9]=[CH:8][C:5]([CH2:6][NH:10][C@@H:11]([CH:12]([CH3:14])[CH3:13])[C:15]([OH:17])=[O:16])=[CH:4][CH:3]=1 |f:2.3|. Starting materials: BrC1=CC=C(C=O)C=C1 (p-Bromobenzaldehyde), N[C@@H](C(C)C)C(=O)O (L-valine), [BH4-].[Na+] (sodium borohydride). Product: BrC1=CC=C(CN[C@H](C(=O)O)C(C)C)C=C1 ((S)-2-(4-bromobenzyl)amino-3-methylbutyric acid). Procedure details: EP 1777224 describes the condensation of p-Bromobenzaldehyde with L-valine followed by reduction with sodium borohydride to give (S)-2-(4-bromobenzyl)amino-3-methylbutyric acid. (S)-2-(4-bromobenzyl)amino-3-methyl butyric acid is treated with valerylchloride to give (S)-2-(4-bromobenzyl)-pentanoyl-amino-3-methyl butyric acid. (S)-2-(4-bromobenzyl)-pentanoyl-amino-3-methyl butyric acid is treated with 2-(2H-tetrazol-5-yl)benzene-boronic acid in tetrahydrofuran, triphenylphosphine and palladiumace... Reactants: COC(C[C@@H](NC(=O)C=1C(N(C=CC1)CC1=CC(=C(C=C1)F)F)=O)C=1SC(=CC1)C1=CN(C2=NC=CC=C21)S(=O)(=O)C2=CC=CC=C2)=O ((R)-3-[5-(1-Benzenesulfonyl-1H-pyrrolo[2,3-b]pyridin-3-yl)-thiophen-2-yl]-3-{[1-(3,4-difluoro-benzyl)-2-oxo-1,2-dihydro-pyridine-3-carbonyl]-amino}-propionic acid methyl ester), methyl ester, C(Cl)Cl (Methylene chloride). The solvent is C[O-].[Na+] (Sodium methoxide), CO (methanol). The product is FC=1C=C(CN2C(C(=CC=C2)C(=O)N[C@H](CC(=O)O)C=2SC(=CC2)C2=CNC3=NC=CC=C32)=O)C=CC1F ((R)-3-{[1-(3,4-Difluoro-benzyl)-2-oxo-1,2-dihydro-pyridine-3-carbonyl]-amino}-3-[5-(1H-pyrrolo[2,3-b]pyridin-3-yl)-thiophen-2-yl]-propionic acid). As a reaction SMILES: C[O:2][C:3](=[O:48])[CH2:4][C@H:5]([C:25]1[S:26][C:27]([C:30]2[C:38]3[C:33](=[N:34][CH:35]=[CH:36][CH:37]=3)[N:32](S(C3C=CC=CC=3)(=O)=O)[CH:31]=2)=[CH:28][CH:29]=1)[NH:6][C:7]([C:9]1[C:10](=[O:24])[N:11]([CH2:15][C:16]2[CH:21]=[CH:20][C:19]([F:22])=[C:18]([F:23])[CH:17]=2)[CH:12]=[CH:13][CH:14]=1)=[O:8].C(Cl)Cl>C[O-].[Na+].CO>[F:23][C:18]1[CH:17]=[C:16]([CH:21]=[CH:20][C:19]=1[F:22])[CH2:15][N:11]1[CH:12]=[CH:13][CH:14]=[C:9]([C:7]([NH:6][C@@H:5]([C:25]2[S:26][C:27]([C:30]3[C:38]4[C:33](=[N:34][CH:35]=[CH:36][CH:37]=4)[NH:32][CH:31]=3)=[CH:28][CH:29]=2)[CH2:4][C:3]([OH:48])=[O:2])=[O:8])[C:10]1=[O:24] |f:2.3|. Reported procedure: (R)-3-[5-(1-Benzenesulfonyl-1H-pyrrolo[2,3-b]pyridin-3-yl)-thiophen-2-yl]-3-{[1-(3,4-difluoro-benzyl)-2-oxo-1,2-dihydro-pyridine-3-carbonyl]-amino}-propionic acid methyl ester (0.050 g, 0.000072 mol;) was dissolved in 0.5 M of Sodium methoxide in methanol (3 mL) and Methylene chloride (3 g, 0.04 mol;). The reaction was heated at 75 C for 1 hour. LC-MS showed the disappearance of starting material and the appearance of product at 1.25 535.55. Some methyl ester and acid were seen but by the time i... Reactants: BrC=1C=C(C=C2C=CCC12)F (7-Bromo-5-fluoro-1H-indene), C1(=CC=CC=C1)CCCC1=CC=[N+](C=C1)[O-] (4-(3-phenylpropyl)pyridine N-oxide), Cl[O-].[Na+] (sodium hypochlorite). Reagents/catalysts: CC(C)(C)C1=CC(=C(C(=C1)C=N[C@H]2CCCC[C@@H]2N=CC3=CC(=CC(=C3[O-])C(C)(C)C)C(C)(C)C)[O-])C(C)(C)C.[Cl-].[Mn+3] ((S,S)-(+)-N,N′-bis(3,5-di-tert-butylsalicylidene)-1,2-cyclohexanediaminomanganese(III)-chloride). Solvent: C(Cl)Cl (CH2Cl2). Reaction conditions: temperature 0 celsius, time 15 minute. The product is BrC=1C=2C[C@@H]3[C@H](C2C=C(C1)F)O3 ((1aS,6aR)-5-Bromo-3-fluoro-6,6a-dihydro-1aH-1-oxa-cyclopropa[a]indene). Isolated yield 164.4%. Reaction SMILES: [Br:1][C:2]1[CH:3]=[C:4]([F:11])[CH:5]=[C:6]2[C:10]=1[CH2:9][CH:8]=[CH:7]2.C1(CCCC2C=C[N+]([O-:27])=CC=2)C=CC=CC=1.Cl[O-].[Na+]>C(Cl)Cl.CC(C1C=C(C=N[C@@H]2[C@@H](N=CC3C([O-])=C(C(C)(C)C)C=C(C(C)(C)C)C=3)CCCC2)C([O-])=C(C(C)(C)C)C=1)(C)C.[Cl-].[Mn+3]>[Br:1][C:2]1[C:10]2[CH2:9][C@H:8]3[O:27][C@H:7]3[C:6]=2[CH:5]=[C:4]([F:11])[CH:3]=1 |f:2.3,5.6.7|. Procedure: To a solution of 9 g (42.3 mmol) of 7-Bromo-5-fluoro-1H-indene (5a) in CH2Cl2 at 0° C. was added (S,S)-(+)-N,N′-bis(3,5-di-tert-butylsalicylidene)-1,2-cyclohexanediaminomanganese(III)-chloride (Jacobsen catalyst; 1.2 g, 1.7 mmol) and 4-(3-phenylpropyl)pyridine N-oxide (1.8 g, 8.5 mmol). After stirring for 15 min at 0° C., the 0° C. cold buffered sodium hypochlorite solution was added and the mixture was stirred at 0° C. for 3 h. The resulting liquid layers were separated and the aqueous layer wa...